From a dataset of the Open Reaction Database (ORD), a public repository of structured organic reaction records. describe an organic reaction: reactants, conditions, products, and yield The reactants are ClC=1N=C2C(=NC(=NC2=NC1N(C)C)N1CCNCC1)N(C)C (6-chloro-4,7-bis-(dimethylamino)-2-piperazino-pteridine), C(C1=CC=CC=C1)O (benzyl alcohol). The product is C(C1=CC=CC=C1)OC=1N=C2C(=NC(=NC2=NC1N(C)C)N1CCNCC1)N(C)C (6-Benzyloxy-4,7-bis-(dimethylamino)-2-piperazino-pteridine). As a reaction SMILES: Cl[C:2]1[N:3]=[C:4]2[C:9](=[N:10][C:11]=1[N:12]([CH3:14])[CH3:13])[N:8]=[C:7]([N:15]1[CH2:20][CH2:19][NH:18][CH2:17][CH2:16]1)[N:6]=[C:5]2[N:21]([CH3:23])[CH3:22].[CH2:24]([OH:31])[C:25]1[CH:30]=[CH:29][CH:28]=[CH:27][CH:26]=1>>[CH2:24]([O:31][C:2]1[N:3]=[C:4]2[C:9](=[N:10][C:11]=1[N:12]([CH3:14])[CH3:13])[N:8]=[C:7]([N:15]1[CH2:20][CH2:19][NH:18][CH2:17][CH2:16]1)[N:6]=[C:5]2[N:21]([CH3:23])[CH3:22])[C:25]1[CH:30]=[CH:29][CH:28]=[CH:27][CH:26]=1. Procedure: This compound was prepared analogous to Example 3 from 6-chloro-4,7-bis-(dimethylamino)-2-piperazino-pteridine and benzyl alcohol. Reactants: C1(CC1)COC1=C(C=C(COC2=CC=3C=C4N(C3C=C2)CCC4CC(=O)OC(C)(C)C)C=C1)C(F)(F)F (tert-butyl 2-(7-(4-(cyclopropylmethoxy)-3-(trifluoromethyl)benzyloxy)-2,3-dihydro-1H-pyrrolo[1,2-a]indol-1-yl)acetate), C1(=CC=CC=C1)OC (anisole), C(=O)(C(F)(F)F)O (TFA). Solvent: C(Cl)Cl (DCM). Reaction conditions: time 1 hour. Product: C1(CC1)COC1=C(C=C(COC2=CC=3C=C4N(C3C=C2)CCC4CC(=O)O)C=C1)C(F)(F)F (2-(7-(4-(cyclopropylmethoxy)-3-(trifluoromethyl)benzyloxy)-2,3-dihydro-1H-pyrrolo[1,2-a]indol-1-yl)acetic acid). The yield is 8.8%. Reaction SMILES: [CH:1]1([CH2:4][O:5][C:6]2[CH:33]=[CH:32][C:9]([CH2:10][O:11][C:12]3[CH:20]=[CH:19][C:18]4[N:17]5[CH2:21][CH2:22][CH:23]([CH2:24][C:25]([O:27]C(C)(C)C)=[O:26])[C:16]5=[CH:15][C:14]=4[CH:13]=3)=[CH:8][C:7]=2[C:34]([F:37])([F:36])[F:35])[CH2:3][CH2:2]1.C1(OC)C=CC=CC=1.C(O)(C(F)(F)F)=O>C(Cl)Cl>[CH:1]1([CH2:4][O:5][C:6]2[CH:33]=[CH:32][C:9]([CH2:10][O:11][C:12]3[CH:20]=[CH:19][C:18]4[N:17]5[CH2:21][CH2:22][CH:23]([CH2:24][C:25]([OH:27])=[O:26])[C:16]5=[CH:15][C:14]=4[CH:13]=3)=[CH:8][C:7]=2[C:34]([F:37])([F:35])[F:36])[CH2:3][CH2:2]1. Procedure details: To a solution of tert-butyl 2-(7-(4-(cyclopropylmethoxy)-3-(trifluoromethyl)benzyloxy)-2,3-dihydro-1H-pyrrolo[1,2-a]indol-1-yl)acetate (48.4 mg, 0.094 mmol) in DCM (1 mL) was added anisole (0.110 mL, 0.939 mmol) and TFA (0.209 mL, 2.82 mmol). The reaction mixture was stirred for 1 hour. The solvent was removed under vacuum. The residue was purified by preparative HPLC/MS to give the title compound as a solid (3.8 mg). LCMS m/z=460.4 [M+H]+; 1H NMR (400 MHz, DMSO-d6) δ ppm 0.29-0.38 (m, 2H), 0.50... Starting materials: C1COCCO1, CC(C)(C)[O-], CSc1ccccc1O, CS(C)=O, [O-][n+]1nc(Cl)ccc1Cl, [K+], O. Yields the product CSc1ccccc1Oc1ccc(Cl)[n+]([O-])n1. Reaction SMILES: [CH2:26]1[O:27][CH2:28][CH2:29][O:30][CH2:31]1.[CH3:10][C:11]([CH3:12])([O-:13])[CH3:14].[CH3:1][S:2][c:3]1[c:4]([OH:9])[cH:5][cH:6][cH:7][cH:8]1.[CH3:32][S:33]([CH3:34])=[O:35].[Cl:16][c:17]1[n:18][n+:19]([O-:24])[c:20]([Cl:23])[cH:21][cH:22]1.[K+:15].[OH2:25]>>[CH3:1][S:2][c:3]1[c:4]([O:9][c:17]2[n:18][n+:19]([O-:24])[c:20]([Cl:23])[cH:21][cH:22]2)[cH:5][cH:6][cH:7][cH:8]1. The reactants are COCOc1ccccc1C(C)(C)C, [Li]CCCC, CN(C)CCN(C)C, CN(C)C=O, CCOC(C)=O, CCCCCC, O. Yields the product COCOc1c(C=O)cccc1C(C)(C)C. RXN SMILES: [C:6]([CH3:7])([CH3:8])([CH3:9])[c:10]1[c:11]([O:16][CH2:17][O:18][CH3:19])[cH:12][cH:13][cH:14][cH:15]1.[CH3:1][CH2:2][CH2:3][CH2:4][Li:5].[CH3:20][N:21]([CH3:22])[CH2:23][CH2:24][N:25]([CH3:26])[CH3:27].[CH3:28][N:29]([CH:30]=[O:31])[CH3:32].[CH3:33][CH2:34][O:35][C:36](=[O:37])[CH3:38].[CH3:40][CH2:41][CH2:42][CH2:43][CH2:44][CH3:45].[OH2:39]>>[C:6]([CH3:7])([CH3:8])([CH3:9])[c:10]1[c:11]([O:16][CH2:17][O:18][CH3:19])[c:12]([CH:30]=[O:31])[cH:13][cH:14][cH:15]1.